This data is from the Open Reaction Database (ORD), a public repository of structured organic reaction records. The task is: describe an organic reaction: reactants, conditions, products, and yield Reactants: Cl.NC(CC(=O)OC)C1=CC=C(C=C1)C (methyl β-amino-β-(4-methylphenyl)propionate hydrochloride), C(C)(=O)OCC (ethyl acetate). The solvent is C(C)N(CC)CC (triethylamine). Run at time 30 minute. Product: C1(C=2C(C(N1C(CC(=O)OC)C1=CC=C(C=C1)C)=O)=CC=CC2)=O (methyl β-phthalimido-β-(4-methylphenyl)propionate). As a reaction SMILES: Cl.[NH2:2][CH:3]([C:9]1[CH:14]=[CH:13][C:12]([CH3:15])=[CH:11][CH:10]=1)[CH2:4][C:5]([O:7][CH3:8])=[O:6].C([O:19][CH2:20][CH3:21])(=O)C>C(N(CC)CC)C>[C:20]1(=[O:19])[N:2]([CH:3]([C:9]2[CH:10]=[CH:11][C:12]([CH3:15])=[CH:13][CH:14]=2)[CH2:4][C:5]([O:7][CH3:8])=[O:6])[C:5](=[O:6])[C:4]2=[CH:3][CH:9]=[CH:10][CH:11]=[C:21]12 |f:0.1|. Reported procedure: To 14 g of methyl β-amino-β-(4-methylphenyl)propionate hydrochloride, were added 200 ml of ethyl acetate and 10.2 ml of triethylamine. The mixture was stirred at room temperature for 30 minutes, then washed with saturated aqueous sodium chloride solution, dried over anhydrous magnesium sulfate, and filtered. The filtrate was evaporated under reduced pressure. To the residue, was added 8.5 g of phthalic anhydride. The mixture was stirred at 150° to 155° C. for one hour and recrystallized from an ... Reactants: [OH-].[K+] (potassium hydroxide), Cl.Cl.CC1OC2=C(O1)C=C(C(=C2)N)N (2-methyl-1,3-benzodioxole-5,6-diamine dihydrochloride), C(C)(=O)O (acetic acid), C(C)OC(=S)[S-].[K+] (potassium ethylxanthate). Run in O (water), O (water), C(C)(C)O (isopropanol). The product is CC1OC=2C(=CC3=C(N=C(N3)S)C2)O1 (2-methyl-5H-1,3-dioxolo(4,5-f)benzimidazole-6-thiol). Isolated yield 87.0%. RXN SMILES: Cl.Cl.[CH3:3][CH:4]1[O:8][C:7]2[CH:9]=[C:10]([NH2:14])[C:11]([NH2:13])=[CH:12][C:6]=2[O:5]1.[OH-].[K+].C(O[C:20]([S-])=[S:21])C.[K+].C(O)(=O)C>C(O)(C)C.O>[CH3:3][CH:4]1[O:5][C:6]2=[CH:12][C:11]3[NH:13][C:20]([SH:21])=[N:14][C:10]=3[CH:9]=[C:7]2[O:8]1 |f:0.1.2,3.4,5.6|. Procedure details: 9.9 g of 2-methyl-1,3-benzodioxole-5,6-diamine dihydrochloride were suspended in 125 ml of isopropanol. While stirring there was added dropwise thereto a solution of 4.75 g of potassium hydroxide in 40 ml of water and the mixture was stirred at room temperature for an additional 30 minutes. After adding 7.5 g of purified potassium ethylxanthate, the solution was boiled at reflux overnight, then diluted with 125 ml of water and made neutral with a small amount of glacial acetic acid. The cooled s...